Dataset: the Open Reaction Database (ORD), a public repository of structured organic reaction records. Task: describe an organic reaction: reactants, conditions, products, and yield Reactants: CCOC(=O)C(C)(CCC(C)C)C(=O)OCC, CC(C)C[AlH]CC(C)C, Cc1ccccc1, ClCCl. The product is CCOC(=O)C(C)(C=O)CCC(C)C. Reaction SMILES: [CH2:1]([CH3:2])[O:3][C:4]([C:5]([C:6](=[O:7])[O:8][CH2:9][CH3:10])([CH2:11][CH2:12][CH:13]([CH3:14])[CH3:15])[CH3:16])=[O:17].[CH3:18][CH:19]([CH2:20][AlH:21][CH2:22][CH:23]([CH3:24])[CH3:25])[CH3:26].[CH3:27][c:28]1[cH:29][cH:30][cH:31][cH:32][cH:33]1.[Cl:34][CH2:35][Cl:36]>>[CH2:1]([CH3:2])[O:3][C:4]([C:5]([CH:6]=[O:7])([CH2:11][CH2:12][CH:13]([CH3:14])[CH3:15])[CH3:16])=[O:17]. Reactants: ClC1=NC2=CC=CC=C2C(=N1)Cl (2,4-dichloroquinazoline), C1(CCCC1)N (cyclopentylamine), CC1=NNC(=C1)C (3,5-dimethylpyrazole). Product: Cl.C1(CCCC1)NC1=NC(=NC2=CC=CC=C12)N1N=C(C=C1C)C (Cyclopentyl-[2-(3,5-dimethyl-pyrazol-1-yl)-quinazolin-4-yl]-amine, Hydrochloride). As a reaction SMILES: [Cl:1][C:2]1[N:11]=[C:10](Cl)[C:9]2[C:4](=[CH:5][CH:6]=[CH:7][CH:8]=2)[N:3]=1.[CH:13]1([NH2:18])[CH2:17][CH2:16][CH2:15][CH2:14]1.[CH3:19][C:20]1[CH:24]=[C:23]([CH3:25])[NH:22][N:21]=1>>[ClH:1].[CH:13]1([NH:18][C:10]2[C:9]3[C:4](=[CH:5][CH:6]=[CH:7][CH:8]=3)[N:3]=[C:2]([N:21]3[C:20]([CH3:19])=[CH:24][C:23]([CH3:25])=[N:22]3)[N:11]=2)[CH2:17][CH2:16][CH2:15][CH2:14]1 |f:3.4|. Procedure: Was prepared according to Method A from 2,4-dichloroquinazoline, cyclopentylamine and 3,5-dimethylpyrazole Mp. 263.2° C. Reaction SMILES: C(OP([CH2:9]/[C:10](/[CH3:17])=[CH:11]/[C:12]([O:14][CH2:15][CH3:16])=[O:13])(OCC)=O)C.[CH2:18]([O:22][C:23]1[CH:32]=[C:31]2[C:26]([C:27]([CH:35]([CH3:37])[CH3:36])=[CH:28][C:29]([CH3:34])([CH3:33])[O:30]2)=[CH:25][C:24]=1/[C:38](/[CH3:43])=[C:39](/[F:42])\[CH:40]=O)[CH2:19][CH2:20][CH3:21]>>[CH2:18]([O:22][C:23]1[CH:32]=[C:31]2[C:26]([C:27]([CH:35]([CH3:36])[CH3:37])=[CH:28][C:29]([CH3:33])([CH3:34])[O:30]2)=[CH:25][C:24]=1/[C:38](/[CH3:43])=[C:39](/[F:42])\[CH:40]=[CH:9]\[C:10](\[CH3:17])=[CH:11]\[C:12]([O:14][CH2:15][CH3:16])=[O:13])[CH2:19][CH2:20][CH3:21]. Product: C(CCC)OC1=C(C=C2C(=CC(OC2=C1)(C)C)C(C)C)/C(=C(\C=C\C(=C\C(=O)OCC)\C)/F)/C (Ethyl (2E,4E,6E)-7-(7-butoxy-4-isopropyl-2,2-dimethyl-2H-chromen-6-yl)-6-fluoro-3-methyl-octa-2,4,6-trienoate). Starting materials: C(C)OP(=O)(OCC)C/C(=C/C(=O)OCC)/C (ethyl 4-(diethoxyphosphoryl)-3-methyl-but-2E-enoate), C(CCC)OC1=C(C=C2C(=CC(OC2=C1)(C)C)C(C)C)/C(=C(\C=O)/F)/C ((2E)-3-(7-butoxy-4-isopropyl-2,2-dimethyl-2H-chromen-6-yl)-2-fluoro-but-2-enal), C(CCC)OC1=C(C=C2C(=CC(OC2=C1)(C)C)C(C)C)/C(=C(\C=O)/F)/C ((2E)-3-(7-butoxy-4-isopropyl-2,2-dimethyl-2H-chromen-6-yl)-2-fluoro-but-2-enal). Procedure: Following General Procedure O, ethyl 4-(diethoxyphosphoryl)-3-methyl-but-2E-enoate (183 mg, 0.70 mmol) and (2E)-3-(7-butoxy-4-isopropyl-2,2-dimethyl-2H-chromen-6-yl)-2-fluoro-but-2-enal (Compound 100, 86 mg, 0.24 mmol) were reacted to give the title compound as a yellow oil after purification by flash chromatography (silica gel, 5% ethyl acetate in hexane). Reactants: Cl.FC=1C=C(C=CC1F)[C@H](C)N ((S)-1-(3,4-difluorophenyl)ethanamine hydrochloride), C(C)(C)(C)OC(=O)C1=C(C=CC=C1)C1=CC=C(C=C1)CN1C(=C(C2=CC(=CC=C12)C(=O)O)C)C (1-((2′-(tert-butoxycarbonyl)-[1,1′-biphenyl]-4-yl)methyl)-2,3-dimethyl-1H-indole-5-carboxylic acid). Yields the product FC=1C=C(C=CC1F)[C@H](C)NC(=O)C=1C=C2C(=C(N(C2=CC1)CC1=CC=C(C=C1)C=1C(=CC=CC1)C(=O)O)C)C ((S)-4′-((5-((1-(3,4-difluorophenyl)ethyl)carbamoyl)-2,3-dimethyl-1H-indol-1-yl)methyl)-[1,1′-biphenyl]-2-carboxylic acid). RXN SMILES: Cl.[F:2][C:3]1[CH:4]=[C:5]([C@@H:10]([NH2:12])[CH3:11])[CH:6]=[CH:7][C:8]=1[F:9].C([O:17][C:18]([C:20]1[CH:25]=[CH:24][CH:23]=[CH:22][C:21]=1[C:26]1[CH:31]=[CH:30][C:29]([CH2:32][N:33]2[C:41]3[C:36](=[CH:37][C:38]([C:42](O)=[O:43])=[CH:39][CH:40]=3)[C:35]([CH3:45])=[C:34]2[CH3:46])=[CH:28][CH:27]=1)=[O:19])(C)(C)C>>[F:2][C:3]1[CH:4]=[C:5]([C@@H:10]([NH:12][C:42]([C:38]2[CH:37]=[C:36]3[C:41](=[CH:40][CH:39]=2)[N:33]([CH2:32][C:29]2[CH:28]=[CH:27][C:26]([C:21]4[C:20]([C:18]([OH:19])=[O:17])=[CH:25][CH:24]=[CH:23][CH:22]=4)=[CH:31][CH:30]=2)[C:34]([CH3:46])=[C:35]3[CH3:45])=[O:43])[CH3:11])[CH:6]=[CH:7][C:8]=1[F:9] |f:0.1|. Procedure details: The title compound was prepared following the same general protocol as described in Step 8-9, Example 1, using the (S)-1-(3,4-difluorophenyl)ethanamine hydrochloride and the 1-((2′-(tert-butoxycarbonyl)-[1,1′-biphenyl]-4-yl)methyl)-2,3-dimethyl-1H-indole-5-carboxylic acid. ESI-MS (m/z): 539 [M+H]+. Product: CNC(OC=1C=C2CCN(C2=CC1)CC1=CC=CC=C1)=O (1-benzylindolin-5-yl methylcarbamate), solid. RXN SMILES: [CH2:1]([N:8]1[C:16]2[C:11](=[CH:12][C:13]([OH:17])=[CH:14][CH:15]=2)[CH2:10][CH2:9]1)[C:2]1[CH:7]=[CH:6][CH:5]=[CH:4][CH:3]=1.[CH3:18][N:19]=[C:20]=[O:21]>>[CH3:18][NH:19][C:20](=[O:21])[O:17][C:13]1[CH:12]=[C:11]2[C:16](=[CH:15][CH:14]=1)[N:8]([CH2:1][C:2]1[CH:3]=[CH:4][CH:5]=[CH:6][CH:7]=1)[CH2:9][CH2:10]2. The yield is 63.0%. Starting materials: C(C1=CC=CC=C1)N1CCC2=CC(=CC=C12)O (1-benzylindolin-5-ol), CN=C=O (methylisocyanate), Example 2 ( 2 ). Procedure details: The title compound was synthesized from 1-benzylindolin-5-ol (55.8 mg, 0.248 mmol) using the same procedure employed for Example 2 (2), but with methylisocyanate instead of 4-isopropylphenylisocyanate. The product was obtained as a white solid (43.8 mg, 63%) having the following characteristics. The reactants are CCc1nc2c(C)cc(C)nc2n1Cc1ccc2c(c1)CCc1ccccc1C2=C(C)C#N, CC(C#N)=C1c2ccccc2CCc2cc(CO)ccc21. The product is CCc1nc2c(C)cc(C)nc2[nH]1. Reaction SMILES: [CH2:1]([CH3:2])[c:3]1[n:4][c:5]2[c:6]([n:7][c:8]([CH3:12])[cH:9][c:10]2[CH3:11])[n:13]1[CH2:14][c:15]1[cH:16][cH:17][c:18]2[c:32]([cH:33]1)[CH2:31][CH2:30][c:29]1[c:24]([cH:25][cH:26][cH:27][cH:28]1)[C:19]2=[C:20]([CH3:21])[C:22]#[N:23].[OH:34][CH2:35][c:36]1[cH:37][cH:38][c:39]2[c:53]([cH:54]1)[CH2:52][CH2:51][c:50]1[c:45]([cH:46][cH:47][cH:48][cH:49]1)[C:40]2=[C:41]([CH3:42])[C:43]#[N:44]>>[CH2:1]([CH3:2])[c:3]1[n:4][c:5]2[c:6]([n:7][c:8]([CH3:12])[cH:9][c:10]2[CH3:11])[nH:13]1.